From a dataset of the Open Reaction Database (ORD), a public repository of structured organic reaction records. describe an organic reaction: reactants, conditions, products, and yield The reactants are ClC=1SC(=C(N1)C1=CC=CC=C1)C(=O)OCC (ethyl 2-chloro-4-phenyl-5-thiazolecarboxylate), [OH-].[Na+] (NaOH), O (water). Solvent: O1CCCC1 (tetrahydrofuran). Yields the product ClC=1SC(=C(N1)C1=CC=CC=C1)C(=O)O (2-Chloro-4-Phenyl-5-Thiazolecarboxylic Acid). The yield is 90.1%. RXN SMILES: [Cl:1][C:2]1[S:3][C:4]([C:13]([O:15]CC)=[O:14])=[C:5]([C:7]2[CH:12]=[CH:11][CH:10]=[CH:9][CH:8]=2)[N:6]=1.[OH-].[Na+].O>O1CCCC1>[Cl:1][C:2]1[S:3][C:4]([C:13]([OH:15])=[O:14])=[C:5]([C:7]2[CH:12]=[CH:11][CH:10]=[CH:9][CH:8]=2)[N:6]=1 |f:1.2|. Procedure: A mixture of 53.4 g (0.2 mole) of ethyl 2-chloro-4-phenyl-5-thiazolecarboxylate, 8.0 g (0.2 mole) of NaOH, 200 ml. of water and 400 ml. of tetrahydrofuran was stirred for 16 hours and extracted with ether. The organic layer was discarded. The aqueous layer was made acidic and the precipitate was collected and air-dried to give 43.2 g (90%) of the desired product, m.p. 170°-171° C. The reactants are CC1(C)COc2ccc(Br)cc2C(=O)C1, Cc1ccccc1, CCO, [NH4+], [Na+], [Na+], O=C([O-])[O-], [OH-], O. As a reaction SMILES: [Br:1][c:2]1[cH:3][cH:4][c:5]2[c:6]([cH:15]1)[C:7](=[O:14])[CH2:8][C:9]([CH3:12])([CH3:13])[CH2:10][O:11]2.[CH3:16][c:17]1[cH:18][cH:19][cH:20][cH:21][cH:22]1.[CH3:32][CH2:33][OH:34].[NH4+:29].[Na+:23].[Na+:24].[O-:25][C:26](=[O:27])[O-:28].[OH-:30].[OH2:31]>>[c:2]1(-[c:17]2[cH:18][cH:19][cH:20][cH:21][cH:22]2)[cH:3][cH:4][c:5]2[c:6]([cH:15]1)[C:7](=[O:14])[CH2:8][C:9]([CH3:12])([CH3:13])[CH2:10][O:11]2. Product: CC1(C)COc2ccc(-c3ccccc3)cc2C(=O)C1. The reactants are COc1ccc(P2(=S)SP(=S)(c3ccc(OC)cc3)S2)cc1, COC1(c2cc(F)cc(Sc3ccc4c(c3)CCC(=O)N4C)c2)CCOCC1. Product: COC1(c2cc(F)cc(Sc3ccc4c(c3)CCC(=S)N4C)c2)CCOCC1. Reaction SMILES: [CH3:29][O:30][c:31]1[cH:32][cH:33][c:34]([P:35]2(=[S:38])[S:36][P:37]([c:39]3[cH:40][cH:41][c:42]([O:43][CH3:44])[cH:45][cH:46]3)(=[S:47])[S:48]2)[cH:49][cH:50]1.[F:1][c:2]1[cH:3][c:4]([S:16][c:17]2[cH:18][c:19]3[c:24]([cH:25][cH:26]2)[N:23]([CH3:27])[C:22](=[O:28])[CH2:21][CH2:20]3)[cH:5][c:6]([C:8]2([O:14][CH3:15])[CH2:9][CH2:10][O:11][CH2:12][CH2:13]2)[cH:7]1>>[F:1][c:2]1[cH:3][c:4]([S:16][c:17]2[cH:18][c:19]3[c:24]([cH:25][cH:26]2)[N:23]([CH3:27])[C:22](=[S:38])[CH2:21][CH2:20]3)[cH:5][c:6]([C:8]2([O:14][CH3:15])[CH2:9][CH2:10][O:11][CH2:12][CH2:13]2)[cH:7]1. The reactants are COCC(C)(O)C (1-Methoxy-2-methyl-2-propanol), ClC(=O)OC1=CC=C(C=C1)[N+](=O)[O-] (4-nitrophenyl chloroformate), Intermediate 2. Run in Hexanes EtOAc. Product: C(OC(COC)(C)C)(OC1=CC=C(C=C1)[N+](=O)[O-])=O (1-methoxy-2-methylpropan-2-yl 4-nitrophenyl carbonate). Yield: 87.0%. As a reaction SMILES: [CH3:1][O:2][CH2:3][C:4]([CH3:7])([OH:6])[CH3:5].Cl[C:9]([O:11][C:12]1[CH:17]=[CH:16][C:15]([N+:18]([O-:20])=[O:19])=[CH:14][CH:13]=1)=[O:10]>>[C:9](=[O:10])([O:11][C:12]1[CH:13]=[CH:14][C:15]([N+:18]([O-:20])=[O:19])=[CH:16][CH:17]=1)[O:6][C:4]([CH3:7])([CH3:5])[CH2:3][O:2][CH3:1]. Reported procedure: 1-Methoxy-2-methyl-2-propanol (3.50 ml, 30 mmol) was treated with 4-nitrophenyl chloroformate according to conditions similar to the ones described above with respect to Intermediate 2, Step 2 to provide, after purification by column chromatography over silica gel (eluting with Hexanes/EtOAc 99:1 to 70:30), 1-methoxy-2-methylpropan-2-yl 4-nitrophenyl carbonate (7.02 g, 87% yield) as a colorless oil. 1H-NMR (300 MHz, CDCl3) δ 8.26 (d, J=9.2 Hz, 2H), 7.36 (d, J=9.2 Hz, 2H), 3.56 (s, 3H), 3.43 (s, ... Reactants: BrC=1C=CC(=NC1F)C1=NN(C2=CN=C(C=C21)C=2C=NC=CC2)COCC[Si](C)(C)C (3-(5-bromo-6-fluoropyridin-2-yl)-5-(pyridin-3-yl)-1-((2-(trimethylsilyl)ethoxy)methyl)-1H-pyrazolo[3,4-c]pyridine), N1C[C@H](CC1)O ((S)-pyrrolidin-3-ol). The product is BrC=1C(=NC(=CC1)C1=NNC2=CN=C(C=C21)C=2C=NC=CC2)N2C[C@H](CC2)O ((S)-1-(3-bromo-6-(5-(pyridin-3-yl)-1H-pyrazolo[3,4-c]pyridin-3-yl)pyridin-2-yl)pyrrolidin-3-ol). Isolated yield 3.0%. Reaction SMILES: [Br:1][C:2]1[CH:3]=[CH:4][C:5]([C:9]2[C:17]3[C:12](=[CH:13][N:14]=[C:15]([C:18]4[CH:19]=[N:20][CH:21]=[CH:22][CH:23]=4)[CH:16]=3)[N:11](COCC[Si](C)(C)C)[N:10]=2)=[N:6][C:7]=1F.[NH:32]1[CH2:36][CH2:35][C@H:34]([OH:37])[CH2:33]1>>[Br:1][C:2]1[C:7]([N:32]2[CH2:36][CH2:35][C@H:34]([OH:37])[CH2:33]2)=[N:6][C:5]([C:9]2[C:17]3[C:12](=[CH:13][N:14]=[C:15]([C:18]4[CH:19]=[N:20][CH:21]=[CH:22][CH:23]=4)[CH:16]=3)[NH:11][N:10]=2)=[CH:4][CH:3]=1. Procedure: Following the procedures as described in Example 241 and starting with 3-(5-bromo-6-fluoropyridin-2-yl)-5-(pyridin-3-yl)-1-((2-(trimethylsilyl)ethoxy)methyl)-1H-pyrazolo[3,4-c]pyridine and (S)-pyrrolidin-3-ol, 318 was obtained as an off-white solid (1.8 mg, 3.0%) over two steps. 1H NMR (400 MHz, DMSO) δ 9.29-9.18 (m, 2H), 9.00 (s, 1H), 8.60 (d, J=4.6 Hz, 1H), 8.40 (d, J=8.0 Hz, 1H), 7.93 (d, J=8.0 Hz, 1H), 7.54 (dd, J=8.0, 4.7 Hz, 1H), 7.46 (d, J=8.0 Hz, 1H), 5.75 (s, 1H), 5.01 (d, J=3.5 Hz, 1H)... The reactants are Brc1nccc2ccccc12, O=C([O-])[O-], Cc1ccccc1, [Cs+], [Cs+], Cc1ccc(N)cc1N1CCc2nc(Nc3ccc(N4CCN(C)CC4)cc3)ncc2C1=O, c1ccc(P(c2ccccc2)c2ccc3ccccc3c2-c2c(P(c3ccccc3)c3ccccc3)ccc3ccccc23)cc1. Yields the product Cc1ccc(Nc2nccc3ccccc23)cc1N1CCc2nc(Nc3ccc(N4CCN(C)CC4)cc3)ncc2C1=O. Reaction SMILES: [Br:80][c:81]1[n:82][cH:83][cH:84][c:85]2[cH:86][cH:87][cH:88][cH:89][c:90]12.[C:91](=[O:92])([O-:93])[O-:94].[CH3:97][c:98]1[cH:99][cH:100][cH:101][cH:102][cH:103]1.[Cs+:95].[Cs+:96].[NH2:47][c:48]1[cH:49][cH:50][c:51]([CH3:79])[c:52]([N:54]2[C:55](=[O:78])[c:56]3[c:57]([n:58][c:59]([NH:62][c:63]4[cH:64][cH:65][c:66]([N:69]5[CH2:70][CH2:71][N:72]([CH3:75])[CH2:73][CH2:74]5)[cH:67][cH:68]4)[n:60][cH:61]3)[CH2:76][CH2:77]2)[cH:53]1.[c:1]1([P:2]([c:3]2[cH:4][cH:5][cH:6][cH:7][cH:8]2)[c:9]2[cH:10][cH:11][c:12]3[c:13]([cH:14][cH:15][cH:16][cH:17]3)[c:18]2-[c:19]2[c:20]3[c:21]([cH:22][cH:23][cH:24][cH:25]3)[cH:26][cH:27][c:28]2[P:29]([c:30]2[cH:31][cH:32][cH:33][cH:34][cH:35]2)[c:36]2[cH:37][cH:38][cH:39][cH:40][cH:41]2)[cH:42][cH:43][cH:44][cH:45][cH:46]1>>[NH:47]([c:48]1[cH:49][cH:50][c:51]([CH3:79])[c:52]([N:54]2[C:55](=[O:78])[c:56]3[c:57]([n:58][c:59]([NH:62][c:63]4[cH:64][cH:65][c:66]([N:69]5[CH2:70][CH2:71][N:72]([CH3:75])[CH2:73][CH2:74]5)[cH:67][cH:68]4)[n:60][cH:61]3)[CH2:76][CH2:77]2)[cH:53]1)[c:81]1[n:82][cH:83][cH:84][c:85]2[cH:86][cH:87][cH:88][cH:89][c:90]12.